Dataset: the Open Reaction Database (ORD), a public repository of structured organic reaction records. Task: describe an organic reaction: reactants, conditions, products, and yield Reactants: C1(C=2C(C(N1CCCN(CC(CCOS(=O)(=O)C)(F)F)S(=O)(=O)C1=CC=C(C=C1)C)=O)=CC=CC2)=O (1-phthalimido-4-p-toluenesulfonyl-6,6-difluoro-8-methanesulfonyloxy-4-aza-octane), C1(C=2C(C(N1)=O)=CC=CC2)=O.[K] (potassium phthalimide), CN(C)C=O (DMF). Run in O (water). Conditions: temperature 90 celsius. The product is C1(C=2C(C(N1CCCN(CC(CCN1C(C=3C(C1=O)=CC=CC3)=O)(F)F)S(=O)(=O)C3=CC=C(C=C3)C)=O)=CC=CC2)=O (1,8-diphthalimido-4-p-toluenesulfonyl-6,6-difluoro-4-aza-octane). As a reaction SMILES: [C:1]1(=[O:36])[N:5]([CH2:6][CH2:7][CH2:8][N:9]([S:21]([C:24]2[CH:29]=[CH:28][C:27]([CH3:30])=[CH:26][CH:25]=2)(=[O:23])=[O:22])[CH2:10][C:11]([F:20])([F:19])[CH2:12]COS(C)(=O)=O)[C:4](=[O:31])[C:3]2=[CH:32][CH:33]=[CH:34][CH:35]=[C:2]12.[C:37]1(=[O:47])[NH:41][C:40](=[O:42])[C:39]2=[CH:43][CH:44]=[CH:45][CH:46]=[C:38]12.[K].[CH3:49]N(C=O)C>O>[C:1]1(=[O:36])[N:5]([CH2:6][CH2:7][CH2:8][N:9]([S:21]([C:24]2[CH:25]=[CH:26][C:27]([CH3:30])=[CH:28][CH:29]=2)(=[O:23])=[O:22])[CH2:10][C:11]([F:20])([F:19])[CH2:12][CH2:49][N:41]2[C:37](=[O:47])[C:38]3=[CH:46][CH:45]=[CH:44][CH:43]=[C:39]3[C:40]2=[O:42])[C:4](=[O:31])[C:3]2=[CH:32][CH:33]=[CH:34][CH:35]=[C:2]12 |f:1.2,^1:47|. Procedure: Under an atmosphere of nitrogen, a mixture of 1-phthalimido-4-p-toluenesulfonyl-6,6-difluoro-8-methanesulfonyloxy-4-aza-octane, (7.6 g, 14 mM), potassium phthalimide (2.85 g, 10% excess) and dry DMF (20 mL) is stirred and heated at 90° C. for 20 hours. Following the addition of water (approximately 100 mL), the reaction is extracted with dichloromethane, washed with 1N KOH (twice), and dried (Na2SO4). The solvents are removed by evaporation to yield and oil (8.7 g) which is flash-chromatographed... Starting materials: S(=O)(=O)(OC[C@H]1CO1)C1=CC=C(C)C=C1 ((R)-glycidyl tosylate), [H-].[Na+] (sodium hydride), CCCCCC (hexane), C(C=C)OC1=C(C=C(C=C1)Cl)O (2-allyloxy-5-chlorophenol). The solvent is CN(C)C=O (DMF). Run at time 30 minute. The product is C(C=C)OC1=C(OC[C@@H]2OC2)C=C(C=C1)Cl ((R)-2-(2-Allyloxy-5-chlorophenoxymethyl)-oxirane). Yield: 48.4%. As a reaction SMILES: [H-].[Na+].CCCCCC.[CH2:9]([O:12][C:13]1[CH:18]=[CH:17][C:16]([Cl:19])=[CH:15][C:14]=1[OH:20])[CH:10]=[CH2:11].S(C1C=CC(C)=CC=1)(O[CH2:25][C@@H:26]1[O:28][CH2:27]1)(=O)=O>CN(C=O)C>[CH2:9]([O:12][C:13]1[CH:18]=[CH:17][C:16]([Cl:19])=[CH:15][C:14]=1[O:20][CH2:25][C@H:26]1[CH2:27][O:28]1)[CH:10]=[CH2:11] |f:0.1|. Reported procedure: To 4.0 g (79 mmole) of 60% sodium hydride/mineral oil dispersion in a one liter flask was added 300 ml of hexane. The mixture was swirled briefly, the solid allowed to settle and the supernatant liquid decanted. DMF (500 ml) was added, followed by a solution of 14.6 g (79 mmole) of 2-allyloxy-5-chlorophenol in 100 ml of DMF. The mixture was stirred at room temperature under nitrogen for 30 minutes, then 18.0 g (79 mmole) of (R)-glycidyl tosylate added. The mixture was heated under a nitrogen atm... Reactants: ClC1=CC=C(C=C1)C1=NC=2N(C(=C1)C(F)(F)F)N=CC2C(=O)O (5-(4-chloro-phenyl)-7-trifluoromethyl-pyrazolo[1,5-a]pyrimidine-3-carboxylic acid), NC=1C=C(C=CC1)S(=O)(=O)NC(CO)(C)C (3-amino-N-(2-hydroxy-1,1-dimethyl-ethyl)-benzenesulfonamide). Product: OCC(C)(C)NS(=O)(=O)C=1C=C(C=CC1)NC(=O)C=1C=NN2C1N=C(C=C2C(F)(F)F)C2=CC=C(C=C2)Cl (5-(4-Chloro-phenyl)-7-trifluoromethyl-pyrazolo[1,5-a]pyrimidine-3-carboxylic acid[3-(2-hydroxy-1,1-dimethyl-ethylsulfamoyl)-phenyl]-amide). RXN SMILES: [Cl:1][C:2]1[CH:7]=[CH:6][C:5]([C:8]2[CH:13]=[C:12]([C:14]([F:17])([F:16])[F:15])[N:11]3[N:18]=[CH:19][C:20]([C:21]([OH:23])=O)=[C:10]3[N:9]=2)=[CH:4][CH:3]=1.[NH2:24][C:25]1[CH:26]=[C:27]([S:31]([NH:34][C:35]([CH3:39])([CH3:38])[CH2:36][OH:37])(=[O:33])=[O:32])[CH:28]=[CH:29][CH:30]=1>>[OH:37][CH2:36][C:35]([NH:34][S:31]([C:27]1[CH:26]=[C:25]([NH:24][C:21]([C:20]2[CH:19]=[N:18][N:11]3[C:12]([C:14]([F:16])([F:15])[F:17])=[CH:13][C:8]([C:5]4[CH:6]=[CH:7][C:2]([Cl:1])=[CH:3][CH:4]=4)=[N:9][C:10]=23)=[O:23])[CH:30]=[CH:29][CH:28]=1)(=[O:33])=[O:32])([CH3:39])[CH3:38]. Reported procedure: The title compound was prepared from 5-(4-chloro-phenyl)-7-trifluoromethyl-pyrazolo[1,5-a]pyrimidine-3-carboxylic acid (example C.4) and 3-amino-N-(2-hydroxy-1,1-dimethyl-ethyl)-benzenesulfonamide (example B.8) according to general procedure II. Yellow solid. MS (ISP) 566.2 [(M−H−]; mp 271° C. Starting materials: FC1=CC=C(C=C1)N1C=CC2=CC(=CC=C12)C1=NN=NN1 (1-(4-Fluorophenyl)-5-tetrazol-5-yl-1H-indole), IC (iodomethane). Run in CN1CCCC1=O (NMP). Reaction conditions: time 2 hour. The product is FC1=CC=C(C=C1)N1C=CC2=CC(=CC=C12)C=1N=NN(N1)C (1-(4-Fluorophenyl)-5-(2-methyltetrazol-5-yl)-1H-indole). Reaction SMILES: [F:1][C:2]1[CH:7]=[CH:6][C:5]([N:8]2[C:16]3[C:11](=[CH:12][C:13]([C:17]4[NH:21][N:20]=[N:19][N:18]=4)=[CH:14][CH:15]=3)[CH:10]=[CH:9]2)=[CH:4][CH:3]=1.I[CH3:23]>CN1C(=O)CCC1>[F:1][C:2]1[CH:7]=[CH:6][C:5]([N:8]2[C:16]3[C:11](=[CH:12][C:13]([C:17]4[N:18]=[N:19][N:20]([CH3:23])[N:21]=4)=[CH:14][CH:15]=3)[CH:10]=[CH:9]2)=[CH:4][CH:3]=1. Procedure: To a solution of 1-(4-fluorophenyl)-5-tetrazol-5-yl-1H-indole (8a) (19 g) in NMP (200 mL) potassium t-butoxide (8.5 g) was added cautiously at 10° C. followed by dropwise addition of iodomethane (22 g) during 20 minutes. The mixture was allowed to reach room temperature and stirred for another 2 hours. Crude title compound was worked up according to the general procedure above. Purification was performed by column chromatography on silica gel using dichloromethane as eluent. Yield 15 g, mp 131-1... The reactants are C1(=CC=CC=C1)C(C)=NC1=CC=CC=C1 (N-(1-phenylethylidene)aniline). Solvent: C(Cl)Cl (CH2Cl2). Run at time 72 hour. Yields the product C1(=CC=CC=C1)C(C)NC1=CC=CC=C1 (N-(1-Phenylethyl)aniline). Isolated yield 79.9%. RXN SMILES: [C:1]1([C:7](=[N:9][C:10]2[CH:15]=[CH:14][CH:13]=[CH:12][CH:11]=2)[CH3:8])[CH:6]=[CH:5][CH:4]=[CH:3][CH:2]=1>C(Cl)Cl>[C:1]1([CH:7]([NH:9][C:10]2[CH:15]=[CH:14][CH:13]=[CH:12][CH:11]=2)[CH3:8])[CH:2]=[CH:3][CH:4]=[CH:5][CH:6]=1. Procedure: According to the general procedure, a solution of N-(1-phenylethylidene)aniline (50 mg, 0.26 mmol) and rac-32 (7.8 mg, 0.0050 mmol, 1.9 mol %) in CH2Cl2 (3 mL) was pressurized with H2 to 62 bar and stirred for 72 h. Filtration of the reaction mixture and evaporation of the solvent gave 42 as a clear oil (41 mg, 81%). 1H NMR28 (300 MHz, CDCl3): δ 7.50-7.35 (m, 4H), 7.30-7.25 (m, 1H), 7.15 (t, 2H, J=7.5 Hz), 6.70 (t, 1H, J=7.5 Hz), 6.59 (d, 2H, J=7.5 Hz), 4.56 (quin, 1H, J=6.6 Hz), 4.08 (bs, 1H), ... The reactants are O (water), C(C1=CC=CC=C1)(=O)C1=C(C2=C(S1)C=CC=C2)O (2-benzoyl-benzo[b]thiophen-3-ol), P(Cl)(Cl)(Cl)(Cl)Cl (phosphorus(V) chloride), C(C=C)N (allylamine). Run in C(C)(=O)OCC (ethyl acetate). Yields the product C(C=C)N\C(=C\1/C(C2=C(S1)C=CC=C2)=O)\C2=CC=CC=C2 ((E)-2-{[(2-Propenyl)amino]phenylmethylene}-benzo[b]thiophen-3(2H)-one). Isolated yield 43.0%. As a reaction SMILES: [C:1]([C:9]1[S:13][C:12]2[CH:14]=[CH:15][CH:16]=[CH:17][C:11]=2[C:10]=1[OH:18])(=O)[C:2]1[CH:7]=[CH:6][CH:5]=[CH:4][CH:3]=1.P(Cl)(Cl)(Cl)(Cl)Cl.[CH2:25]([NH2:28])[CH:26]=[CH2:27].O>C(OCC)(=O)C>[CH2:25]([NH:28]/[C:1](/[C:2]1[CH:7]=[CH:6][CH:5]=[CH:4][CH:3]=1)=[C:9]1\[C:10](=[O:18])[C:11]2[CH:17]=[CH:16][CH:15]=[CH:14][C:12]=2[S:13]\1)[CH:26]=[CH2:27]. Procedure details: Prepared as in Example 1 from 2-benzoyl-benzo[b]thiophen-3-ol, phosphorus(V) chloride and a solution of one part by volume of allylamine in 2 parts by volume of water with a yield of 43% of theory. M.p. 104°-106° C. (ethyl acetate).